Dataset: the Open Reaction Database (ORD), a public repository of structured organic reaction records. Task: describe an organic reaction: reactants, conditions, products, and yield Starting materials: CCOC(=O)C=Cc1ccc(Cl)cc1N, ClCCl, Cl, Cc1ccc(S(=O)(=O)Cl)cc1, c1ccncc1. Yields the product CCOC(=O)C=Cc1ccc(Cl)cc1NS(=O)(=O)c1ccc(C)cc1. RXN SMILES: [CH2:1]([CH3:2])[O:3][C:4]([CH:5]=[CH:6][c:7]1[c:8]([NH2:14])[cH:9][c:10]([Cl:13])[cH:11][cH:12]1)=[O:15].[Cl:34][CH2:35][Cl:36].[ClH:33].[c:22]1([CH3:32])[cH:23][cH:24][c:25]([S:28](=[O:29])(=[O:30])[Cl:31])[cH:26][cH:27]1.[cH:16]1[cH:17][cH:18][n:19][cH:20][cH:21]1>>[CH2:1]([CH3:2])[O:3][C:4]([CH:5]=[CH:6][c:7]1[c:8]([NH:14][S:28]([c:25]2[cH:24][cH:23][c:22]([CH3:32])[cH:27][cH:26]2)(=[O:29])=[O:30])[cH:9][c:10]([Cl:13])[cH:11][cH:12]1)=[O:15]. Starting materials: di(3-biphenyl)amine, IC1=CC=C(C=C1)C1=CC=C(C=C1)I (4,4'-diiodobiphenyl), C([O-])([O-])=O.[K+].[K+] (potassium carbonate), [N+](=O)([O-])C1=CC=CC=C1 (nitrobenzene). The reagents and catalysts are [Cu] (copper). The product is C1(=CC(=CC=C1)N(C1=CC=C(C=C1)C1=CC=C(N(C=2C=C(C=CC2)C2=CC=CC=C2)C=2C=C(C=CC2)C2=CC=CC=C2)C=C1)C=1C=C(C=CC1)C1=CC=CC=C1)C1=CC=CC=C1 (N,N,N',N'-tetra(3-biphenylyl)benzidine). Yield: 55.7%. RXN SMILES: I[C:2]1[CH:7]=[CH:6][C:5]([C:8]2[CH:13]=[CH:12][C:11](I)=[CH:10][CH:9]=2)=[CH:4][CH:3]=1.C(=O)([O-])[O-].[K+].[K+].[N+:21]([C:24]1[CH:29]=[CH:28][CH:27]=[CH:26][CH:25]=1)([O-])=O>[Cu]>[C:5]1([C:8]2[CH:13]=[CH:12][CH:11]=[CH:10][CH:9]=2)[CH:6]=[CH:7][CH:2]=[C:3]([N:21]([C:10]2[CH:9]=[C:8]([C:5]3[CH:6]=[CH:7][CH:2]=[CH:3][CH:4]=3)[CH:13]=[CH:12][CH:11]=2)[C:24]2[CH:29]=[CH:28][C:27]([C:27]3[CH:28]=[CH:29][C:24]([N:21]([C:10]4[CH:9]=[C:8]([C:5]5[CH:6]=[CH:7][CH:2]=[CH:3][CH:4]=5)[CH:13]=[CH:12][CH:11]=4)[C:3]4[CH:4]=[C:5]([C:8]5[CH:9]=[CH:10][CH:11]=[CH:12][CH:13]=5)[CH:6]=[CH:7][CH:2]=4)=[CH:25][CH:26]=3)=[CH:26][CH:25]=2)[CH:4]=1 |f:1.2.3|. Procedure: A 500-ml reactor was charged with 44.5 g (0.139 mol) of di(3-biphenyl)amine, 27.6 g (0.0680 mol) of 4,4'-diiodobiphenyl, 34.3 g (0.249 mol) of potassium carbonate, 2.3 g of copper powder, and 180 ml of nitrobenzene. In an argon stream, the contents were heated under reflux for 24 hours. At the end of reaction, the insoluble was removed by filtration and the filtrate was distilled of the solvent. The still residue was purified through a silica gel column with a 3/1 mixture of n-hexane and toluene... RXN SMILES: [CH2:27]1[O:28][CH2:29][CH2:30][CH2:31]1.[CH3:32][CH2:33][OH:34].[F:1][c:2]1[cH:3][cH:4][c:5]([NH:8][c:9]2[cH:10][c:11]3[cH:12][n:13][n:14][c:15]([C:19]([C:20]([F:21])([F:22])[F:23])=[CH2:24])[c:16]3[cH:17][cH:18]2)[cH:6][cH:7]1.[H:25][H:26].[Pd:35]>>[F:1][c:2]1[cH:3][cH:4][c:5]([NH:8][c:9]2[cH:10][c:11]3[cH:12][n:13][n:14][c:15]([CH:19]([C:20]([F:21])([F:22])[F:23])[CH3:24])[c:16]3[cH:17][cH:18]2)[cH:6][cH:7]1. Reactants: C1CCOC1, CCO, C=C(c1nncc2cc(Nc3ccc(F)cc3)ccc12)C(F)(F)F, [H][H], [Pd]. The product is CC(c1nncc2cc(Nc3ccc(F)cc3)ccc12)C(F)(F)F. Reactants: CCN=C=NCCCN(C)C, CN(C)c1ccncc1, ClCCl, Cl, Nc1ccc2cccnc2c1, O=C(O)c1ccc2c(c1)C(=O)c1ccccc1-2. The product is O=C(Nc1ccc2cccnc2c1)c1ccc2c(c1)C(=O)c1ccccc1-2. As a reaction SMILES: [CH3:30][N:31]([CH3:32])[CH2:33][CH2:34][CH2:35][N:36]=[C:37]=[N:38][CH2:39][CH3:40].[CH3:44][N:45]([CH3:46])[c:47]1[cH:48][cH:49][n:50][cH:51][cH:52]1.[Cl:41][CH2:42][Cl:43].[ClH:29].[NH2:1][c:2]1[cH:3][cH:4][c:5]2[cH:6][cH:7][cH:8][n:9][c:10]2[cH:11]1.[O:12]=[C:13]1[c:14]2[cH:15][cH:16][cH:17][cH:18][c:19]2-[c:20]2[cH:21][cH:22][c:23]([C:26](=[O:27])[OH:28])[cH:24][c:25]21>>[NH:1]([c:2]1[cH:3][cH:4][c:5]2[cH:6][cH:7][cH:8][n:9][c:10]2[cH:11]1)[C:26]([c:23]1[cH:22][cH:21][c:20]2[c:25]([cH:24]1)[C:13](=[O:12])[c:14]1[cH:15][cH:16][cH:17][cH:18][c:19]1-2)=[O:27]. Starting materials: N1(CCCCC1)CC(=O)N1C2=C(C(NC3=C1C=CC=C3)=S)C=CC=N2 (6,11-dihydro-11-(piperidinoacetyl)-5H-pyrido[2,3-b][1,5]benzodiazepin-5-thione), C(NN)(=O)OCC (ethyl carbazate). The product is N1(CCCCC1)CC(=O)N1C2=C(C=3N(C4=C1C=CC=C4)C(NN3)=O)C=CC=N2 (2,9-dihydro-9-(piperidinoacetyl)-3H-pyrido[3,2-c]-s-triazolo[4,3-a][1,5]benzodiazepin-3-one). Reaction SMILES: [N:1]1([CH2:7][C:8]([N:10]2[C:16]3[CH:17]=[CH:18][CH:19]=[CH:20][C:15]=3[NH:14][C:13](=S)[C:12]3[CH:22]=[CH:23][CH:24]=[N:25][C:11]2=3)=[O:9])[CH2:6][CH2:5][CH2:4][CH2:3][CH2:2]1.[C:26](OCC)(=[O:29])[NH:27][NH2:28]>>[N:1]1([CH2:7][C:8]([N:10]2[C:16]3[CH:17]=[CH:18][CH:19]=[CH:20][C:15]=3[N:14]3[C:26](=[O:29])[NH:27][N:28]=[C:13]3[C:12]3[CH:22]=[CH:23][CH:24]=[N:25][C:11]2=3)=[O:9])[CH2:6][CH2:5][CH2:4][CH2:3][CH2:2]1. Reported procedure: In the manner given in Example 13, 6,11-dihydro-11-(piperidinoacetyl)-5H-pyrido[2,3-b][1,5]benzodiazepin-5-thione is heated to about 200° C. with ethyl carbazate to give 2,9-dihydro-9-(piperidinoacetyl)-3H-pyrido[3,2-c]-s-triazolo[4,3-a][1,5]benzodiazepin-3-one. The reactants are CC(C)N1CCC(Oc2ccc3c(c2)cc2n3C(C)CN(CCO[Si](C)(C)C(C)(C)C)C2=O)CC1, CCCC[N+](CCCC)(CCCC)CCCC, ClCCl, [F-], [Na+], [OH-]. The product is CC(C)N1CCC(Oc2ccc3c(c2)cc2n3C(C)CN(CCO)C2=O)CC1. As a reaction SMILES: [C:1]([Si:2]([CH3:3])([CH3:4])[O:6][CH2:7][CH2:8][N:9]1[C:10](=[O:33])[c:11]2[n:12]([c:13]3[cH:14][cH:15][c:16]([O:20][CH:21]4[CH2:22][CH2:23][N:24]([CH:27]([CH3:28])[CH3:29])[CH2:25][CH2:26]4)[cH:17][c:18]3[cH:19]2)[CH:30]([CH3:32])[CH2:31]1)([CH3:5])([CH3:34])[CH3:35].[CH2:37]([N+:38]([CH2:39][CH2:40][CH2:41][CH3:42])([CH2:43][CH2:44][CH2:45][CH3:46])[CH2:47][CH2:48][CH2:49][CH3:50])[CH2:51][CH2:52][CH3:53].[Cl:56][CH2:57][Cl:58].[F-:36].[Na+:55].[OH-:54]>>[OH:6][CH2:7][CH2:8][N:9]1[C:10](=[O:33])[c:11]2[n:12]([c:13]3[cH:14][cH:15][c:16]([O:20][CH:21]4[CH2:22][CH2:23][N:24]([CH:27]([CH3:28])[CH3:29])[CH2:25][CH2:26]4)[cH:17][c:18]3[cH:19]2)[CH:30]([CH3:32])[CH2:31]1. Starting materials: NCC1C=2C=CC(=CC2CCC1)NS(=O)(=O)C1=CC(=CC=C1)F (N-(5-aminomethyl-5,6,7,8-tetrahydro-naphthalen-2-yl)-3-fluoro-benzenesulfonamide), C(C)(=O)OC(C)=O (acetic anhydride). The solvent is O (water), N1=CC=CC=C1 (pyridine). Reaction conditions: temperature 23 celsius, time 4 hour. Product: FC=1C=C(C=CC1)S(=O)(=O)NC=1C=C2CCCC(C2=CC1)CNC(C)=O (N-[6-(3-Fluoro-benzenesulfonylamino)-1,2,3,4-tetrahydro-naphthalen-1-ylmethyl]-acetamide). Reaction SMILES: [NH2:1][CH2:2][CH:3]1[CH2:12][CH2:11][CH2:10][C:9]2[CH:8]=[C:7]([NH:13][S:14]([C:17]3[CH:22]=[CH:21][CH:20]=[C:19]([F:23])[CH:18]=3)(=[O:16])=[O:15])[CH:6]=[CH:5][C:4]1=2.[C:24](OC(=O)C)(=[O:26])[CH3:25]>N1C=CC=CC=1.O>[F:23][C:19]1[CH:18]=[C:17]([S:14]([NH:13][C:7]2[CH:8]=[C:9]3[C:4](=[CH:5][CH:6]=2)[CH:3]([CH2:2][NH:1][C:24](=[O:26])[CH3:25])[CH2:12][CH2:11][CH2:10]3)(=[O:16])=[O:15])[CH:22]=[CH:21][CH:20]=1. Procedure details: To a solution of 0.18 grams (0.538 mmoles) N-(5-aminomethyl-5,6,7,8-tetrahydro-naphthalen-2-yl)-3-fluoro-benzenesulfonamide in 25 mL pyridine was added 0.052 grams (0.511 mmole) acetic anhydride. The reaction mixture was stirred at 23° C. for 4 hours. The mixture was diluted with water and extracted with ethyl acetate. The organic phase was washed with 0.5M hydrochloric acid, water, and saturated aqueous sodium chloride. The organic phase was dried (magnesium sulfate) and concentrated under redu...